The task is: describe an organic reaction: reactants, conditions, products, and yield. This data is from the Open Reaction Database (ORD), a public repository of structured organic reaction records. The reactants are COC1(OC)CCN(c2ccc(N3CC(CO)OC3=O)cc2F)CC1F, CSC, CC(=O)Cl, [Cl-], [Cl-], [Zn+2]. Yields the product O=C1CCN(c2ccc(N3CC(CO)OC3=O)cc2F)CC1F. RXN SMILES: [CH3:1][O:2][C:3]1([O:25][CH3:26])[CH:4]([F:24])[CH2:5][N:6]([c:9]2[c:10]([F:23])[cH:11][c:12]([N:15]3[C:16](=[O:22])[O:17][CH:18]([CH2:20][OH:21])[CH2:19]3)[cH:13][cH:14]2)[CH2:7][CH2:8]1.[CH3:27][S:28][CH3:29].[CH3:30][C:31](=[O:32])[Cl:33].[Cl-:34].[Cl-:36].[Zn+2:35]>>[O:2]=[C:3]1[CH:4]([F:24])[CH2:5][N:6]([c:9]2[c:10]([F:23])[cH:11][c:12]([N:15]3[C:16](=[O:22])[O:17][CH:18]([CH2:20][OH:21])[CH2:19]3)[cH:13][cH:14]2)[CH2:7][CH2:8]1. The reactants are CCCc1c(O)c(C(=O)OC)cc(Cl)c1OCCCCCCc1cccc(OCc2ccccc2)c1OCc1ccccc1, CO, [Na+], C1COCCO1, [OH-]. Yields the product CCCc1c(O)c(C(=O)O)cc(Cl)c1OCCCCCCc1cccc(OCc2ccccc2)c1OCc1ccccc1. As a reaction SMILES: [CH3:1][O:2][C:3]([c:4]1[c:5]([OH:43])[c:6]([CH2:40][CH2:41][CH3:42])[c:7]([O:11][CH2:12][CH2:13][CH2:14][CH2:15][CH2:16][CH2:17][c:18]2[c:19]([O:32][CH2:33][c:34]3[cH:35][cH:36][cH:37][cH:38][cH:39]3)[c:20]([O:24][CH2:25][c:26]3[cH:27][cH:28][cH:29][cH:30][cH:31]3)[cH:21][cH:22][cH:23]2)[c:8]([Cl:10])[cH:9]1)=[O:44].[CH3:45][OH:46].[Na+:54].[O:47]1[CH2:48][CH2:49][O:50][CH2:51][CH2:52]1.[OH-:53]>>[O:2]=[C:3]([c:4]1[c:5]([OH:43])[c:6]([CH2:40][CH2:41][CH3:42])[c:7]([O:11][CH2:12][CH2:13][CH2:14][CH2:15][CH2:16][CH2:17][c:18]2[c:19]([O:32][CH2:33][c:34]3[cH:35][cH:36][cH:37][cH:38][cH:39]3)[c:20]([O:24][CH2:25][c:26]3[cH:27][cH:28][cH:29][cH:30][cH:31]3)[cH:21][cH:22][cH:23]2)[c:8]([Cl:10])[cH:9]1)[OH:44]. Starting materials: [H][H] (hydrogen), CI (methyl iodide), [H-].[Na+] (Sodium hydride), C(C1=CC=CC=C1)(=O)C1=C(C=CC(=C1)Cl)NC=O (N-(2-benzoyl-4-chlorophenyl)formamide). Solvent: CN(C=O)C (dimethylformamide), O (water). Conditions: time 90 minute. Product: CN(C=O)C1=C(C=C(C=C1)Cl)C(C1=CC=CC=C1)=O (N-Methyl-N-(2-benzoyl-4-chlorophenyl)formamide). Isolated yield 69.9%. RXN SMILES: [H-].[Na+].[C:3]([C:11]1[CH:16]=[C:15]([Cl:17])[CH:14]=[CH:13][C:12]=1[NH:18][CH:19]=[O:20])(=[O:10])[C:4]1[CH:9]=[CH:8][CH:7]=[CH:6][CH:5]=1.[H][H].[CH3:23]I>CN(C)C=O.O>[CH3:23][N:18]([C:12]1[CH:13]=[CH:14][C:15]([Cl:17])=[CH:16][C:11]=1[C:3](=[O:10])[C:4]1[CH:5]=[CH:6][CH:7]=[CH:8][CH:9]=1)[CH:19]=[O:20] |f:0.1|. Reported procedure: Sodium hydride (0.8 mole, 38.4 g of 50% in mineral oil) was added to a solution of 197.4 g (0.76 mole) of N-(2-benzoyl-4-chlorophenyl)formamide in 800 ml dimethylformamide. When the evolution of hydrogen ceased, 184 g of methyl iodide was added dropwise at such a rate that the temperature of the reaction mixture slowly rose to 70°. The reaction mixture was stirred for 90 min., and then poured into 2 l. of water. The aqueous mixture was extracted four times with 300 ml portions of methylene chlor... Reactants: C=CCCCCCC (1-octene), C(=C)C1=C(C=CC=C1)C=C (divinylbenzene), C=C (ethylene), CCCCCC (hexane), methylaluminoxane, C=C (ethylene), Et(Ind)2ZrCl2. Reagents/catalysts: [Cl-].[Cl-].C(C)[Zr+2](C1C=CC2=CC=CC=C12)C1C=CC2=CC=CC=C12 (ethyldiindenylzirconium dichloride). The solvent is C1(=CC=CC=C1)C (toluene). Reaction conditions: time 30 minute. Product: C=C.C=CCCCCCC.C(=C)C1=C(C=CC=C1)C=C (ethylene/1-octene divinylbenzene). Yield: 140.1%. RXN SMILES: [CH2:1]=[CH:2]CCCCCC.[CH:9]([C:11]1[CH:16]=[CH:15][CH:14]=[CH:13][C:12]=1[CH:17]=[CH2:18])=[CH2:10].CCCCCC.C=C>[Cl-].[Cl-].C([Zr+2](C1C2C(=CC=CC=2)C=C1)C1C2C(=CC=CC=2)C=C1)C.C1(C)C=CC=CC=1>[CH2:1]=[CH2:2].[CH2:10]=[CH:9][CH2:11][CH2:12][CH2:13][CH2:14][CH2:15][CH3:16].[CH:9]([C:11]1[CH:16]=[CH:15][CH:14]=[CH:13][C:12]=1[CH:17]=[CH2:18])=[CH2:10] |f:4.5.6,8.9.10|. Reported procedure: In a terpolymerization reaction, 1-octene (80 mmol) and divinylbenzene (20 mmol) were mixed with 100 ml of hexane and 3 ml of methylaluminoxane (MAO) (2.5M in toluene) in a sealed Parr 450 mL stainless autoclave equipped with a mechanical stirrer. The sealed reactor was then saturated with 10 psi ethylene gas at 50° C. before adding an ethyldiindenylzirconium dichloride catalyst solution (Et(Ind)2ZrCl2 (2.5 μmol) in toluene) to initiate the polymerization. Additional ethylene was fed continuousl... The reactants are BrC=1C=C(C(=C(C1)OC)OC(F)F)OC (5-Bromo-2-(difluoromethoxy)-1,3-dimethoxybenzene), O1C(=CC=C1)B(O)O (2-furylboronic acid). The product is FC(OC1=C(C=C(C=C1OC)C=1OC=CC1)OC)F (2-(4-(difluoromethoxy)-3,5-dimethoxyphenyl)furan), material. Isolated yield 67.0%. Reaction SMILES: Br[C:2]1[CH:3]=[C:4]([O:14][CH3:15])[C:5]([O:10][CH:11]([F:13])[F:12])=[C:6]([O:8][CH3:9])[CH:7]=1.[O:16]1[CH:20]=[CH:19][CH:18]=[C:17]1B(O)O>>[F:12][CH:11]([F:13])[O:10][C:5]1[C:4]([O:14][CH3:15])=[CH:3][C:2]([C:17]2[O:16][CH:20]=[CH:19][CH:18]=2)=[CH:7][C:6]=1[O:8][CH3:9]. Procedure: 5-Bromo-2-(difluoromethoxy)-1,3-dimethoxybenzene was coupled with 2-furylboronic acid following the procedure for the synthesis of Example 21. Purification by chromatography (0-30% EtOAc-hexanes) provided 2-(4-(difluoromethoxy)-3,5-dimethoxyphenyl)furan as a white crystalline material (0.555 g, 67% yield). Isolated yield 62.0%. The product is C1CC2=C3C(=C(C=C2)O)CCCN3C1 (8-hydroxyjulolidine). Procedure: According to a procedure similar to that of Embodiment 1, a mixture of m-aminophenol (5.0 g, 46 mmol), 1 -bromo-3-chloropropane (23.9 g, 15 ml, 151 mmol) and N,N-dimethylformamide (15 ml) was heated and refluxed for 15 hours. After silica gel column chromatography, 8-hydroxyjulolidine (5.5 g) was obtained in 62% yield. Reactants: NC=1C=C(C=CC1)O (m-aminophenol), BrCCCCl (1 -bromo-3-chloropropane), CN(C=O)C (N,N-dimethylformamide). RXN SMILES: N[C:2]1[CH:3]=[C:4]([OH:8])[CH:5]=[CH:6][CH:7]=1.Br[CH2:10][CH2:11][CH2:12]Cl.[CH3:14][N:15]([CH3:18])[CH:16]=O>>[CH2:10]1[CH2:18][N:15]2[C:14]3[C:5]([CH2:6][CH2:7][CH2:16]2)=[C:4]([OH:8])[CH:3]=[CH:2][C:12]=3[CH2:11]1. As a reaction SMILES: [CH3:1][C:2]1[C:7]([OH:8])=[C:6](OC)[C:5](SC)=[CH:4][N:3]=1.[CH2:13]([S:19]([OH:22])(=[O:21])=[O:20])[CH2:14][S:15]([OH:18])(=[O:17])=[O:16].[OH2:23]>>[CH2:13]([S:19]([O-:22])(=[O:21])=[O:20])[CH2:14][S:15]([O-:18])(=[O:17])=[O:16].[CH3:1][C:2]1[C:7]([OH:8])=[C:6]([CH2:5][OH:23])[C:14]([CH2:13][SH:19])=[CH:4][NH+:3]=1.[CH3:1][C:2]1[C:7]([OH:8])=[C:6]([CH2:5][OH:23])[C:14]([CH2:13][SH:19])=[CH:4][NH+:3]=1 |f:3.4.5|. The reactants are CC1=NC=C(C(=C1O)OC)SC (5-mercaptopyridoxine), C(CS(=O)(=O)O)S(=O)(=O)O (ethane-1,2-disulfonic acid), O (water). Product: C(CS(=O)(=O)[O-])S(=O)(=O)[O-].CC1=[NH+]C=C(C(=C1O)CO)CS.CC1=[NH+]C=C(C(=C1O)CO)CS (bis(2-methyl-3-hydroxy-4-hydroxymethyl-5-mercaptomethylpyridinium) ethane-1,2-disulfonate). Reported procedure: A mixture of 9.25 gm. (0.05 m) 5-mercaptopyridoxine, 4.75 gm. (0.025 m) of ethane-1,2-disulfonic acid, and 40 ml. of water is heated briefly until solution occurs. The solution is cooled and the precipitate collected by filtration. Recrystallization from methanol gives bis(2-methyl-3-hydroxy-4-hydroxymethyl-5-mercaptomethylpyridinium) ethane-1,2-disulfonate. Starting materials: C(C)OC1=CC=C(C=C1)O (4-ethoxy-phenol), [OH-].[K+] (KOH). Product: C(C)OC1=CC=C(C=C1)[O-].[K+] (potassium 4-ethoxyphenolate). As a reaction SMILES: [CH2:1]([O:3][C:4]1[CH:9]=[CH:8][C:7]([OH:10])=[CH:6][CH:5]=1)[CH3:2].[OH-].[K+:12]>>[CH2:1]([O:3][C:4]1[CH:9]=[CH:8][C:7]([O-:10])=[CH:6][CH:5]=1)[CH3:2].[K+:12] |f:1.2,3.4|. Reported procedure: In a 50-ml flask at ambient temperature 4-ethoxy-phenol (Aldrich) (1492 mg, 10.8 mmoles) was stirred with 2.0 M aqueous KOH (5.50 ml) to form potassium 4-ethoxyphenolate. Methyl 4-chloro-3,5-dinitrobenzoate (Ullmann, 1909, Annalen der Chemie 366:92-93; commercial source: Spectrum Chemical Company, Gardena, Calif.; 2606 mg, 10.0 mmoles) was added, the mixture heated to reflux for 1 hour and chilled in an ice-bath, whereupon a rubbery mass of product deposited. Cold aqueous 1.0 M KOH (20 ml) was a... Reactants: CCN1CCN(CC)c2cc(N)ccc2C1, Clc1ncc(Cl)c(Nc2ccccc2-n2cccn2)n1. Product: CCN1CCN(CC)c2cc(Nc3ncc(Cl)c(Nc4ccccc4-n4cccn4)n3)ccc2C1. RXN SMILES: [CH2:1]([CH3:2])[N:3]1[CH2:4][CH2:5][N:6]([CH2:15][CH3:16])[CH2:7][c:8]2[c:9]1[cH:10][c:11]([NH2:14])[cH:12][cH:13]2.[Cl:17][c:18]1[n:19][cH:20][c:21]([Cl:36])[c:22]([NH:24][c:25]2[c:26](-[n:31]3[n:32][cH:33][cH:34][cH:35]3)[cH:27][cH:28][cH:29][cH:30]2)[n:23]1>>[CH2:1]([CH3:2])[N:3]1[CH2:4][CH2:5][N:6]([CH2:15][CH3:16])[CH2:7][c:8]2[c:9]1[cH:10][c:11]([NH:14][c:18]1[n:19][cH:20][c:21]([Cl:36])[c:22]([NH:24][c:25]3[c:26](-[n:31]4[n:32][cH:33][cH:34][cH:35]4)[cH:27][cH:28][cH:29][cH:30]3)[n:23]1)[cH:12][cH:13]2.